From a dataset of the Open Reaction Database (ORD), a public repository of structured organic reaction records. describe an organic reaction: reactants, conditions, products, and yield The reactants are C1(=CC=CC=C1)CC#N (phenylacetonitrile), P(=S)(SCC)(OCC)[O-] (diethyl dithiophosphate). The solvent is Cl.C(C)(=O)OCC (HCl ethyl acetate). The product is C1(=CC=CC=C1)CC(=S)N (Phenylthioacetamide). The yield is 55.0%. As a reaction SMILES: [C:1]1([CH2:7][C:8]#[N:9])[CH:6]=[CH:5][CH:4]=[CH:3][CH:2]=1.P([O-])(OCC)(SCC)=[S:11]>Cl.C(OCC)(=O)C>[C:1]1([CH2:7][C:8]([NH2:9])=[S:11])[CH:6]=[CH:5][CH:4]=[CH:3][CH:2]=1 |f:2.3|. Procedure details: A solution of phenylacetonitrile (10.0 g, 85.4 mmol) and diethyl dithiophosphate (17.5 g, 93.9 mmol) in 4N-HCl/ethyl acetate (400 mL) was stirred at room temperature for 16 hours. This reaction mixture was washed with water and saturated aqueous sodium hydrogen carbonate solution, dried over MgSO4, filtered, and concentrated under reduced pressure. The residue was crystallized from ethanol to provide 7.1 g of the title compound. Yield 55%. Reactants: CC=1C(=NC=NC1C)NC1=CC=C(C=C1)C(\C=C\C1CCN(CC1)CC1=CC=CC=C1)=O ((E)-N-(5,6-dimethylpyrimidin-4-yl)-4-[3-(1-benzyl-piperidin-4-yl)propenoyl]aniline), C(C)O (ethanol), [H][H] (hydrogen). The reagents and catalysts are [Pt]=O (platinum oxide). The solvent is O1CCOCC1 (dioxane). The product is CC=1C(=NC=NC1C)NC1=CC=C(C=C1)C(CCC1CCN(CC1)CC1=CC=CC=C1)=O (N-(5,6-dimethylpyrimidin-4-yl)-4-[3-(1-benzylpiperidin-4-yl)propanoyl]aniline). Isolated yield 47.3%. As a reaction SMILES: [CH3:1][C:2]1[C:3]([NH:9][C:10]2[CH:15]=[CH:14][C:13]([C:16](=[O:32])/[CH:17]=[CH:18]/[CH:19]3[CH2:24][CH2:23][N:22]([CH2:25][C:26]4[CH:31]=[CH:30][CH:29]=[CH:28][CH:27]=4)[CH2:21][CH2:20]3)=[CH:12][CH:11]=2)=[N:4][CH:5]=[N:6][C:7]=1[CH3:8].C(O)C.[H][H]>[Pt]=O.O1CCOCC1>[CH3:1][C:2]1[C:3]([NH:9][C:10]2[CH:11]=[CH:12][C:13]([C:16](=[O:32])[CH2:17][CH2:18][CH:19]3[CH2:20][CH2:21][N:22]([CH2:25][C:26]4[CH:27]=[CH:28][CH:29]=[CH:30][CH:31]=4)[CH2:23][CH2:24]3)=[CH:14][CH:15]=2)=[N:4][CH:5]=[N:6][C:7]=1[CH3:8]. Procedure details: 0.82 g of (E)-N-(5,6-dimethylpyrimidin-4-yl)-4-[3-(1-benzylpiperidin-4-yl)propenoyl]aniline obtained in Example 1 was added to a mixed solvent of 30 ml of ethanol and 40 ml of dioxane, and then 0.05 g of platinum oxide was added thereto. The mixture was stirred in a hydrogen stream at room temperature for 3.5 hours. After the catalyst was removed by filtration, the filtrate was condensed under reduced pressure. The obtained residue was applied to silica gel column chromatography to obtain 0.39 g... Reactants: OC1=CC=C(C(=O)O)C=C1 (4-hydroxybenzoic acid), CC[O-].[Na+] (NaOEt), BrCCCC#N (4-bromobutyronitrile). Run in CCO (EtOH). Reaction conditions: temperature 90 celsius, time 15 minute. The product is C(#N)CCCOC1=CC=C(C(=O)O)C=C1 (4-(cyanopropyloxy)benzoic acid). Yield: 58.5%. Reaction SMILES: [OH:1][C:2]1[CH:10]=[CH:9][C:5]([C:6]([OH:8])=[O:7])=[CH:4][CH:3]=1.CC[O-].[Na+].Br[CH2:16][CH2:17][CH2:18][C:19]#[N:20]>CCO>[C:19]([CH2:18][CH2:17][CH2:16][O:1][C:2]1[CH:10]=[CH:9][C:5]([C:6]([OH:8])=[O:7])=[CH:4][CH:3]=1)#[N:20] |f:1.2|. Reported procedure: To a stirred solution of 4-hydroxybenzoic acid (40 mmol) in absolute EtOH (350 mL) was added solid NaOEt (84 mmol). After 15 minutes, 4-bromobutyronitrile (40 mmol) was added and the mixture was heated overnight at 90° C. on an oil bath. The mixture was cooled to room temperature, volatiles were removed, the residue was taken up in ice and adjusted to pH 6 with 1N sulfuric acid. Solids were collected by vacuum filtration, washed with water and dried to give 4-(cyanopropyloxy)benzoic acid (4.8 g,... Starting materials: CCOC(=O)c1ccc2c(c1)C(O)C(C)(C)C(c1cccc(C(=O)OC)c1)N2, CC[SiH](CC)CC, O=C(O)C(F)(F)F. The product is CCOC(=O)c1ccc2c(c1)CC(C)(C)C(c1cccc(C(=O)OC)c1)N2. RXN SMILES: [CH2:1]([CH3:2])[O:3][C:4](=[O:5])[c:6]1[cH:7][c:8]2[c:13]([cH:14][cH:15]1)[NH:12][CH:11]([c:16]1[cH:17][c:18]([C:22](=[O:23])[O:24][CH3:25])[cH:19][cH:20][cH:21]1)[C:10]([CH3:26])([CH3:27])[CH:9]2[OH:28].[CH2:29]([SiH:30]([CH2:31][CH3:32])[CH2:33][CH3:34])[CH3:35].[OH:36][C:37]([C:38]([F:39])([F:40])[F:41])=[O:42]>>[CH2:1]([CH3:2])[O:3][C:4](=[O:5])[c:6]1[cH:7][c:8]2[c:13]([cH:14][cH:15]1)[NH:12][CH:11]([c:16]1[cH:17][c:18]([C:22](=[O:23])[O:24][CH3:25])[cH:19][cH:20][cH:21]1)[C:10]([CH3:26])([CH3:27])[CH2:9]2. Reactants: C1CCOC1, Clc1ccc2c(N3CCNCC3)ccnc2c1, O=C=Nc1ccccc1. Product: O=C(Nc1ccccc1)N1CCN(c2ccnc3cc(Cl)ccc23)CC1. RXN SMILES: [CH2:27]1[O:28][CH2:29][CH2:30][CH2:31]1.[Cl:1][c:2]1[cH:3][cH:4][c:5]2[c:6]([N:12]3[CH2:13][CH2:14][NH:15][CH2:16][CH2:17]3)[cH:7][cH:8][n:9][c:10]2[cH:11]1.[O:18]=[C:19]=[N:20][c:21]1[cH:22][cH:23][cH:24][cH:25][cH:26]1>>[Cl:1][c:2]1[cH:3][cH:4][c:5]2[c:6]([N:12]3[CH2:13][CH2:14][N:15]([C:19](=[O:18])[NH:20][c:21]4[cH:22][cH:23][cH:24][cH:25][cH:26]4)[CH2:16][CH2:17]3)[cH:7][cH:8][n:9][c:10]2[cH:11]1. The reactants are Example 125 ( h ), C(C1=CC=CC=C1)OCCCOC1=NC=C(C=N1)C1C(CN(CC1)C(=O)OC(C)(C)C)OCC1=CC2=CC=CC=C2C=C1 (tert-butyl (3RS,4RS)-4-[2-(3-benzyloxy-propoxy)-pyrimidin-5-yl]-3-(naphthalen-2-ylmethoxy)-piperidine-1-carboxylate). Reagents/catalysts: [Br-].[Zn+2].[Br-] (zinc bromide). The product is C(C1=CC=CC=C1)OCCCOC1=NC=C(C=N1)C1C(CNCC1)OCC1=CC2=CC=CC=C2C=C1 (2-(3-benzyloxy-propoxy)-5-[(3RS,4RS)-3-(naphthalen-2-ylmethoxy)-piperidin-4-yl]-pyrimidine). As a reaction SMILES: [CH2:1]([O:8][CH2:9][CH2:10][CH2:11][O:12][C:13]1[N:18]=[CH:17][C:16]([CH:19]2[CH2:24][CH2:23][N:22](C(OC(C)(C)C)=O)[CH2:21][CH:20]2[O:32][CH2:33][C:34]2[CH:43]=[CH:42][C:41]3[C:36](=[CH:37][CH:38]=[CH:39][CH:40]=3)[CH:35]=2)=[CH:15][N:14]=1)[C:2]1[CH:7]=[CH:6][CH:5]=[CH:4][CH:3]=1>[Br-].[Zn+2].[Br-]>[CH2:1]([O:8][CH2:9][CH2:10][CH2:11][O:12][C:13]1[N:14]=[CH:15][C:16]([CH:19]2[CH2:24][CH2:23][NH:22][CH2:21][CH:20]2[O:32][CH2:33][C:34]2[CH:43]=[CH:42][C:41]3[C:36](=[CH:37][CH:38]=[CH:39][CH:40]=3)[CH:35]=2)=[CH:17][N:18]=1)[C:2]1[CH:7]=[CH:6][CH:5]=[CH:4][CH:3]=1 |f:1.2.3|. Procedure details: In an analogous manner to that described in Example 125 (h), from tert-butyl (3RS,4RS)-4-[2-(3-benzyloxy-propoxy)-pyrimidin-5-yl]-3-(naphthalen-2-ylmethoxy)-piperidine-1-carboxylate by cleavage of the BOC group by means of anhydrous zinc bromide there was obtained 2-(3-benzyloxy-propoxy)-5-[(3RS,4RS)-3-(naphthalen-2-ylmethoxy)-piperidin-4-yl]-pyrimidine in the form of a yellowish gum; MS: 485 (M+H)+.